Dataset: the Open Reaction Database (ORD), a public repository of structured organic reaction records. Task: describe an organic reaction: reactants, conditions, products, and yield Starting materials: C([O-])([O-])=O.[K+].[K+] (Potassium carbonate), ClCC=1NC2=C(N1)C=CC=C2 (2-(chloromethyl)benzimidazole), COC1=CC=C(C=C1)N1CCNCC1 (1-(4-methoxyphenyl)piperazine). Solvent: CN(C)C=O (DMF), O (water). Conditions: time 8 hour. Product: COC1=CC=C(C=C1)N1CCN(CC1)CC=1NC2=C(N1)C=CC=C2 (2-[4-(4-Methoxyphenyl)piperazin-1-yl methyl]benzimidazole), solid. The yield is 23.0%. As a reaction SMILES: C(=O)([O-])[O-].[K+].[K+].Cl[CH2:8][C:9]1[NH:10][C:11]2[CH:17]=[CH:16][CH:15]=[CH:14][C:12]=2[N:13]=1.[CH3:18][O:19][C:20]1[CH:25]=[CH:24][C:23]([N:26]2[CH2:31][CH2:30][NH:29][CH2:28][CH2:27]2)=[CH:22][CH:21]=1>CN(C=O)C.O>[CH3:18][O:19][C:20]1[CH:21]=[CH:22][C:23]([N:26]2[CH2:31][CH2:30][N:29]([CH2:8][C:9]3[NH:10][C:11]4[CH:17]=[CH:16][CH:15]=[CH:14][C:12]=4[N:13]=3)[CH2:28][CH2:27]2)=[CH:24][CH:25]=1 |f:0.1.2|. Reported procedure: Potassium carbonate (2.76 g, 20 mmol) and 2-(chloromethyl)benzimidazole (1.70 g, 10 mmol) were added to a solution of 1-(4-methoxyphenyl)piperazine (1.92 g, 10 mmol) in DMF (20 ml) under a nitrogen atmosphere and the mixture was stirred overnight. The mixture was diluted with water (200 ml) and extracted with ethyl acetate (3×100 ml). The combined organic layers were washed with water (100 ml) and brine (100 ml), dried (MgSO4) and evaporated in vacuo to give a solid which was recrystallised from...